Dataset: the Open Reaction Database (ORD), a public repository of structured organic reaction records. Task: describe an organic reaction: reactants, conditions, products, and yield The reactants are N1(C=CC=C1)C1=C(C=NN1C(C)(C)C)CO ([5-(1H-pyrrol-1-yl)-1-t-butyl-1H-pyrazol-4-yl]methanol), S(=O)(Cl)Cl (thionyl chloride). Run in ClCCl (dichloromethane). Run at time 1.5 hour. The product is ClCC=1C=NN(C1N1C=CC=C1)C(C)(C)C (4-(chloromethyl)-5-(1H-pyrrol-1-yl)-1-t-butyl-1H-pyrazole). RXN SMILES: [N:1]1([C:6]2[N:10]([C:11]([CH3:14])([CH3:13])[CH3:12])[N:9]=[CH:8][C:7]=2[CH2:15]O)[CH:5]=[CH:4][CH:3]=[CH:2]1.S(Cl)([Cl:19])=O>ClCCl>[Cl:19][CH2:15][C:7]1[CH:8]=[N:9][N:10]([C:11]([CH3:14])([CH3:13])[CH3:12])[C:6]=1[N:1]1[CH:5]=[CH:4][CH:3]=[CH:2]1. Reported procedure: 2.20 g of [5-(1H-pyrrol-1-yl)-1-t-butyl-1H-pyrazol-4-yl]methanol was dissolved in 20 ml of dichloromethane, and 0.73 ml of thionyl chloride was added. The mixture was stirred at room temperature for 1.5 hours and then concentrated under reduced pressure. After aqueous saturated sodium hydrogen carbonate was added, the residue was extracted with ethyl acetate. The organic layer was dried over anhydrous magnesium sulfate, filtered and then concentrated under reduced pressure. The residue was subje...